From a dataset of the Open Reaction Database (ORD), a public repository of structured organic reaction records. describe an organic reaction: reactants, conditions, products, and yield The reactants are C(\C=C\C(=O)O)(=O)O.ClC1=CC(=C(N=N1)OC(C)O)N1CCNCC1 ((6-chloro-4-piperazin-1-yl-pyridazin-3-yloxy)-ethanol fumarate). Run in Br (hydrogen bromide). Run at time 1 hour. The product is ClC1=CC(=C(N=N1)O)N1CCNCC1 (6-chloro-4-piperazin-1-yl-pyridazin-3-ol). Isolated yield 221.2%. RXN SMILES: C(O)(=O)/C=C/C(O)=O.[Cl:9][C:10]1[N:15]=[N:14][C:13]([O:16]C(O)C)=[C:12]([N:20]2[CH2:25][CH2:24][NH:23][CH2:22][CH2:21]2)[CH:11]=1>Br>[Cl:9][C:10]1[N:15]=[N:14][C:13]([OH:16])=[C:12]([N:20]2[CH2:25][CH2:24][NH:23][CH2:22][CH2:21]2)[CH:11]=1 |f:0.1|. Procedure: 15 g (6-chloro-4-piperazin-1-yl-pyridazin-3-yloxy)-ethanol fumarate are suspended in 90 ml hydrogen bromide (48%). The reaction mixture is stirred for 1 hour at reflux temperature and evaporated to dryness. 19 g product are obtained as the hydrobromide. M.p=35° C.